This data is from the Open Reaction Database (ORD), a public repository of structured organic reaction records. The task is: describe an organic reaction: reactants, conditions, products, and yield Starting materials: O=C1CCC(=O)N1Br, CCNC(=O)n1nc(Oc2ncc(C(F)(F)F)cc2Cl)cc1C, ClCCl, O. Yields the product CCNC(=O)n1nc(Oc2ncc(C(F)(F)F)cc2Cl)c(Br)c1C. As a reaction SMILES: [Br:1][N:2]1[C:3](=[O:4])[CH2:5][CH2:6][C:7]1=[O:8].[CH2:9]([CH3:10])[NH:11][C:12](=[O:13])[n:14]1[n:15][c:16]([O:20][c:21]2[n:22][cH:23][c:24]([C:28]([F:29])([F:30])[F:31])[cH:25][c:26]2[Cl:27])[cH:17][c:18]1[CH3:19].[Cl:33][CH2:34][Cl:35].[OH2:32]>>[Br:1][c:17]1[c:16]([O:20][c:21]2[n:22][cH:23][c:24]([C:28]([F:29])([F:30])[F:31])[cH:25][c:26]2[Cl:27])[n:15][n:14]([C:12]([NH:11][CH2:9][CH3:10])=[O:13])[c:18]1[CH3:19]. The reactants are ( #1 ), C=O (paraformaldehyde), ( #2 ), C(CCC)[Li] (n-butyllithium), C(C#C)OC1=CC=CC=C1 (phenyl propargyl ether), C(C)(=O)OC(C)=O (acetic anhydride), N1=CC=CC=C1 (Pyridine). The solvent is C1CCOC1 (THF), C1CCOC1 (THF), hexanes. Conditions: temperature -20 celsius, time 1 hour. Product: C(C)(=O)OCC#CCOC1=CC=CC=C1 (4-PHENOXY-2-BUTYNYL ACETATE). The yield is 87.0%. RXN SMILES: [CH2:1]([O:4][C:5]1[CH:10]=[CH:9][CH:8]=[CH:7][CH:6]=1)[C:2]#[CH:3].C([Li])CCC.C=O.N1C=CC=CC=1.[C:24]([O:27][C:28](=O)C)(=[O:26])[CH3:25]>C1COCC1>[C:24]([O:27][CH2:28][C:3]#[C:2][CH2:1][O:4][C:5]1[CH:10]=[CH:9][CH:8]=[CH:7][CH:6]=1)(=[O:26])[CH3:25]. Procedure: A 0.5-L reactor (#1) was equipped with a thermometer, an addition funnel, an overhead stirrer, and a nitrogen inlet. 150 mL of THF was charged followed by 27.5 g (0.21 mole) of phenyl propargyl ether. The solution was cooled to −20° C. 100 mL (0.25 mole) of n-butyllithium in hexanes was charged into an addition funnel. This solution was added to the reactor at a temperature between −25 and −35° C. The temperature was controlled by the rate of addition and the mixture was stirred for 1 h at −25 t...